Dataset: the Open Reaction Database (ORD), a public repository of structured organic reaction records. Task: describe an organic reaction: reactants, conditions, products, and yield Starting materials: C=CCBr, CC(O)c1cc(C(F)(F)F)cc(C(F)(F)F)c1, [H-], [Na+], C1CCOC1. The product is C=CCOC(C)c1cc(C(F)(F)F)cc(C(F)(F)F)c1. Reaction SMILES: [CH2:20]([CH:21]=[CH2:22])[Br:23].[F:1][C:2]([c:3]1[cH:4][c:5]([CH:13]([CH3:14])[OH:15])[cH:6][c:7]([C:9]([F:10])([F:11])[F:12])[cH:8]1)([F:16])[F:17].[H-:18].[Na+:19].[O:24]1[CH2:25][CH2:26][CH2:27][CH2:28]1>>[F:1][C:2]([c:3]1[cH:4][c:5]([CH:13]([CH3:14])[O:15][CH2:22][CH:21]=[CH2:20])[cH:6][c:7]([C:9]([F:10])([F:11])[F:12])[cH:8]1)([F:16])[F:17]. The reactants are C(#N)C1=CC=C(C=C1)C1CCC(CC1)=O (4-(p-cyanophenyl)cyclohexanone), O (water), C(C)OCC (diethyl ether), [BH4-].[Na+] (sodium borohydride). Run in C(C)O.O (ethanol water). Run at temperature -20 celsius, time 30 minute. Product: C(#N)C1=CC=C(C=C1)[C@@H]1CC[C@H](CC1)O (trans-4-(p-cyanophenyl)cyclohexanol). Isolated yield 6.2%. RXN SMILES: [C:1]([C:3]1[CH:8]=[CH:7][C:6]([CH:9]2[CH2:14][CH2:13][C:12](=[O:15])[CH2:11][CH2:10]2)=[CH:5][CH:4]=1)#[N:2].[BH4-].[Na+].O.C(OCC)C>C(O)C.O>[C:1]([C:3]1[CH:4]=[CH:5][C:6]([C@H:9]2[CH2:14][CH2:13][C@H:12]([OH:15])[CH2:11][CH2:10]2)=[CH:7][CH:8]=1)#[N:2] |f:1.2,5.6|. Procedure: 51.0 g of 4-(p-cyanophenyl)cyclohexanone were almost completely dissolved in 1.5 l of ethanol/water (vol. 4:1) and then treated within 10 minutes with 9.68 g of sodium borohydride. The mixture was stirred for a further 30 minutes and then left to stand overnight. The reaction mixture was subsequently treated cautiously with 350 ml of dilute, ice-cold hydrochloric acid (1 part of concentrated hydrochloric acid to 4 parts of water), then treated with 2 l of water and 1 l of diethyl ether and shake... Reactants: NC1=CC2=C(N=CN2)C=C1 (5-aminobenzimidazole), PdC, TEA, ClC1=CC=C(C=O)C=C1 (4-chlorobenzaldehyde), [Si](C)(C)(C)C#N (TMSCN), N1(C=NC=C1)C(=O)N1C=NC=C1 (di-(imidazol-1-yl)methanone). Yields the product N1C=NC2=C1C=CC(=C2)N2C(NCC2C2=CC=C(C=C2)Cl)=O (1-(1H-benzo[d]imidazol-5-yl)-5-(4-chlorophenyl)imidazolidin-2-one). As a reaction SMILES: [NH2:1][C:2]1[CH:10]=[CH:9][C:5]2[N:6]=[CH:7][NH:8][C:4]=2[CH:3]=1.[Cl:11][C:12]1[CH:19]=[CH:18][C:15]([CH:16]=O)=[CH:14][CH:13]=1.[Si](C#N)(C)(C)C.[N:26]1([C:31](N2C=CN=C2)=[O:32])C=CN=[CH:27]1>>[NH:6]1[C:5]2[CH:9]=[CH:10][C:2]([N:1]3[CH:16]([C:15]4[CH:18]=[CH:19][C:12]([Cl:11])=[CH:13][CH:14]=4)[CH2:27][NH:26][C:31]3=[O:32])=[CH:3][C:4]=2[N:8]=[CH:7]1. Procedure: The compound was synthesized starting from 5-aminobenzimidazole (0.585 g, 4.4 mmol), 4-chlorobenzaldehyde (0.56 g, 4 mmol), TMSCN (0.5 mL, 4 mmol), PdC (10%, 0.02 g), TEA 1.93 mL, 13.9 mmol), di-(imidazol-1-yl)methanone (1.12 g, 6.9 mmol) as described in method 2. Yield: 0.045 g (3.6%); MS m/z 313.1 (M+H)+; 1H NMR (400 MHz, DMSO-D6): δ 3.04-3.08 (m, H); 3.79-3.84 (m, H); 5.49-5.52 (m, H); 6.93 (s, H); 7.33-7.38 (m, 5H); 7.19-7.22 (m, H); 7.51 (d, H, J=1.7 Hz); 8.05 (s, H); 12.22 (br s, H), HPLC ... Yields the product CN(C1=C(C=C(C(=O)NC2=CC=C(C=C2)C=2N=C3N(C=C(C=C3)C)C2)C=C1)F)C (4-(Dimethylamino)-3-fluoro-N-[4-(6-methylimidazo[1,2-a]pyridin-2-yl)phenyl]benzamide). Procedure: A stirred mixture of 3,4-difluoro-N-[4-(6-methylimidazo[1,2-a]pyridin-2-yl)phenyl]benzamide (0.10 g, 0.275 mmol), dimethylamine hydrochloride (0.045 g, 0.551 mmol) and potassium carbonate (0.080 g, 0.577 mmol) in dry DMSO (3 ml) was heated at 100° C. for 18 h. After cooling to room temperature, the reaction mixture was added to water (100 ml) and the precipitate was collected by vacuum filtration, and washed with water (50 ml). The air-dried solid was then purified by flash chromatography (25:1 ... The yield is 61.8%. Conditions: temperature 100 celsius. The reactants are O (water), FC=1C=C(C(=O)NC2=CC=C(C=C2)C=2N=C3N(C=C(C=C3)C)C2)C=CC1F (3,4-difluoro-N-[4-(6-methylimidazo[1,2-a]pyridin-2-yl)phenyl]benzamide), Cl.CNC (dimethylamine hydrochloride), C([O-])([O-])=O.[K+].[K+] (potassium carbonate). The solvent is CS(=O)C (DMSO). RXN SMILES: [F:1][C:2]1[CH:3]=[C:4]([CH:24]=[CH:25][C:26]=1F)[C:5]([NH:7][C:8]1[CH:13]=[CH:12][C:11]([C:14]2[N:15]=[C:16]3[CH:21]=[CH:20][C:19]([CH3:22])=[CH:18][N:17]3[CH:23]=2)=[CH:10][CH:9]=1)=[O:6].Cl.[CH3:29][NH:30][CH3:31].C(=O)([O-])[O-].[K+].[K+].O>CS(C)=O>[CH3:29][N:30]([CH3:31])[C:26]1[CH:25]=[CH:24][C:4]([C:5]([NH:7][C:8]2[CH:9]=[CH:10][C:11]([C:14]3[N:15]=[C:16]4[CH:21]=[CH:20][C:19]([CH3:22])=[CH:18][N:17]4[CH:23]=3)=[CH:12][CH:13]=2)=[O:6])=[CH:3][C:2]=1[F:1] |f:1.2,3.4.5|. Reactants: C(C)OC(C1=CC(=C(C=C1)F)O)=O (4-fluoro-3-hydroxy-benzoic acid ethyl ester), [H-].[Na+] (NaH), oil, ClC1=NC=CN=C1 (chloropyrazine), ClC1=NC=CN=C1 (chloropyrazine), [Na+].[Cl-] (NaCl). Run in CN(C=O)C (N,N-dimethylformamide), C(C)(=O)O (acetic acid). Reaction conditions: temperature 80 celsius. Product: FC1=C(C=C(C(=O)OCC)C=C1)OC1=NC=CN=C1 (ethyl 4-fluoro-3-(pyrazin-2-yloxy)benzoate). Yield: 49.5%. RXN SMILES: [CH2:1]([O:3][C:4](=[O:13])[C:5]1[CH:10]=[CH:9][C:8]([F:11])=[C:7]([OH:12])[CH:6]=1)[CH3:2].[H-].[Na+].Cl[C:17]1[CH:22]=[N:21][CH:20]=[CH:19][N:18]=1.[Na+].[Cl-]>CN(C)C=O.C(O)(=O)C>[F:11][C:8]1[CH:9]=[CH:10][C:5]([C:4]([O:3][CH2:1][CH3:2])=[O:13])=[CH:6][C:7]=1[O:12][C:17]1[CH:22]=[N:21][CH:20]=[CH:19][N:18]=1 |f:1.2,4.5|. Procedure: To a solution of 4-fluoro-3-hydroxy-benzoic acid ethyl ester (2.2 g, 11.95 mmol) in N,N-dimethylformamide (50 ml) was added 60% NaH in mineral oil (0.72 g, 17.93 mmol) and chloropyrazine (1.64 g, 14.34 mmol) and heated at 80° C. for overnight. One more equivalent of chloropyrazine was added and heated at the same temperature for 10 h. The reaction mixture was poured into a flask containing 150 ml of aqueous saturated NaCl solution and 0.6 ml of acetic acid. The mixture was extracted with ethyl a...